From a dataset of the Open Reaction Database (ORD), a public repository of structured organic reaction records. describe an organic reaction: reactants, conditions, products, and yield The reactants are FCCN1N=NC(=C1)CN1C(=O)C(=O)C2=CC(=CC=C12)S(=O)(=O)N1[C@@H](CCC1)COC1=C(C=C(C=C1)F)F ((S)-1-((1-(2-Fluoroethyl)-1H-[1,2,3]-triazol-4-yl)methyl)-5-(2(2,4-difluorophenoxymethyl)-pyrrolidine-1-sulfonyl)isatin), FCCCN=[N+]=[N-] (3-fluoropropylazide). Product: FCCCN1N=NC(=C1)CN1C(=O)C(=O)C2=CC(=CC=C12)S(=O)(=O)N1[C@@H](CCC1)COC1=C(C=C(C=C1)F)F ((S)-1-((1-(3-Fluoropropyl)-1H-[1,2,3]-triazol-4-yl)methyl)-5-(2(2,4-difluorophenoxymethyl)-pyrrolidine-1-sulfonyl)isatin). RXN SMILES: FC[CH2:3][N:4]1[CH:8]=[C:7]([CH2:9][N:10]2[C:20]3[C:15](=[CH:16][C:17]([S:21]([N:24]4[CH2:28][CH2:27][CH2:26][C@H:25]4[CH2:29][O:30][C:31]4[CH:36]=[CH:35][C:34]([F:37])=[CH:33][C:32]=4[F:38])(=[O:23])=[O:22])=[CH:18][CH:19]=3)[C:13](=[O:14])[C:11]2=[O:12])[N:6]=[N:5]1.[F:39][CH2:40][CH2:41]CN=[N+]=[N-]>>[F:39][CH2:40][CH2:41][CH2:3][N:4]1[CH:8]=[C:7]([CH2:9][N:10]2[C:20]3[C:15](=[CH:16][C:17]([S:21]([N:24]4[CH2:28][CH2:27][CH2:26][C@H:25]4[CH2:29][O:30][C:31]4[CH:36]=[CH:35][C:34]([F:37])=[CH:33][C:32]=4[F:38])(=[O:22])=[O:23])=[CH:18][CH:19]=3)[C:13](=[O:14])[C:11]2=[O:12])[N:6]=[N:5]1. Procedure details: was prepared according to the procedure for compound 11, with the exception that 3-fluoropropylazide was used in place of the 2-fluoroethylazide.